Dataset: the Open Reaction Database (ORD), a public repository of structured organic reaction records. Task: describe an organic reaction: reactants, conditions, products, and yield Reactants: FC1=CC=CC(=N1)N1N=CC=2C=NC(=CC21)C=2C=NC=C(C2)C2COC2 (1-(6-fluoropyridin-2-yl)-6-(5-(oxetan-3-yl)pyridin-3-yl)-1H-pyrazolo[4,3-c]pyridine), N1CCNCC(C1)O (1,4-diazepan-6-ol). Product: O1CC(C1)C=1C=C(C=NC1)C1=CC2=C(C=N1)C=NN2C2=CC=CC(=N2)N2CCNCC(C2)O (1-(6-(6-(5-(oxetan-3-yl)pyridin-3-yl)-1H-pyrazolo[4,3-c]pyridin-1-yl)pyridin-2-yl)-1,4-diazepan-6-ol). Yield: 6.0%. RXN SMILES: F[C:2]1[N:7]=[C:6]([N:8]2[C:16]3[CH:15]=[C:14]([C:17]4[CH:18]=[N:19][CH:20]=[C:21]([CH:23]5[CH2:26][O:25][CH2:24]5)[CH:22]=4)[N:13]=[CH:12][C:11]=3[CH:10]=[N:9]2)[CH:5]=[CH:4][CH:3]=1.[NH:27]1[CH2:33][CH:32]([OH:34])[CH2:31][NH:30][CH2:29][CH2:28]1>>[O:25]1[CH2:26][CH:23]([C:21]2[CH:22]=[C:17]([C:14]3[N:13]=[CH:12][C:11]4[CH:10]=[N:9][N:8]([C:6]5[N:7]=[C:2]([N:27]6[CH2:33][CH:32]([OH:34])[CH2:31][NH:30][CH2:29][CH2:28]6)[CH:3]=[CH:4][CH:5]=5)[C:16]=4[CH:15]=3)[CH:18]=[N:19][CH:20]=2)[CH2:24]1. Reported procedure: Following the procedures as described in EXAMPLE 8 and starting with 1-(6-fluoropyridin-2-yl)-6-(5-(oxetan-3-yl)pyridin-3-yl)-1H-pyrazolo[4,3-c]pyridine and 1,4-diazepan-6-ol, 116 was obtained as an off-white solid (7.2 mg, 6%). 1H NMR (400 MHz, DMSO) δ 9.35-9.29 (s, 1H), 9.23-9.16 (dd, J=8.9, 2.0 Hz, 1H), 9.11-9.04 (d, J=8.6 Hz, 1H), 8.77-8.62 (m, 2H), 8.55-8.46 (dd, J=15.4, 8.6 Hz, 1H), 7.74-7.67 (t, J=8.1 Hz, 1H), 7.21-7.16 (d, J=7.7 Hz, 1H), 6.77-6.68 (dd, J=8.5, 2.9 Hz, 1H), 5.69-5.45 (d, J... Starting materials: C1CCOC1, CCCCCC, O=C=Nc1cccc(C(F)(F)F)c1, CNc1ncc2c(n1)CCN(c1cc(N)ccc1C)C2, O. The product is CNc1ncc2c(n1)CCN(c1cc(NC(=O)Nc3cccc(C(F)(F)F)c3)ccc1C)C2. Reaction SMILES: [CH2:40]1[O:41][CH2:42][CH2:43][CH2:44]1.[CH3:34][CH2:35][CH2:36][CH2:37][CH2:38][CH3:39].[N:21](=[C:22]=[O:23])[c:24]1[cH:25][c:26]([C:30]([F:31])([F:32])[F:33])[cH:27][cH:28][cH:29]1.[NH2:1][c:2]1[cH:3][cH:4][c:5]([CH3:20])[c:6]([N:8]2[CH2:9][c:10]3[c:11]([n:12][c:13]([NH:16][CH3:17])[n:14][cH:15]3)[CH2:18][CH2:19]2)[cH:7]1.[OH2:45]>>[NH:1]([c:2]1[cH:3][cH:4][c:5]([CH3:20])[c:6]([N:8]2[CH2:9][c:10]3[c:11]([n:12][c:13]([NH:16][CH3:17])[n:14][cH:15]3)[CH2:18][CH2:19]2)[cH:7]1)[C:22]([NH:21][c:24]1[cH:25][c:26]([C:30]([F:31])([F:32])[F:33])[cH:27][cH:28][cH:29]1)=[O:23]. RXN SMILES: [C:24](=[O:25])([OH:26])[O-:27].[CH2:6]([c:7]1[cH:8][cH:9][cH:10][cH:11][cH:12]1)[N:13]1[CH2:14][c:15]2[cH:16][cH:17][nH:18][c:19](=[O:23])[c:20]2[CH2:21][CH2:22]1.[CH3:29][O:30][c:31]1[cH:32][cH:33][cH:34][cH:35][cH:36]1.[CH3:37][C:38]#[N:39].[Cl:40][CH2:41][Cl:42].[Na+:28].[P:1]([Br:2])([Br:3])([Br:4])=[O:5]>>[Br:3][c:19]1[n:18][cH:17][cH:16][c:15]2[c:20]1[CH2:21][CH2:22][N:13]([CH2:6][c:7]1[cH:8][cH:9][cH:10][cH:11][cH:12]1)[CH2:14]2. Starting materials: O=C([O-])O, O=c1[nH]ccc2c1CCN(Cc1ccccc1)C2, COc1ccccc1, CC#N, ClCCl, [Na+], O=P(Br)(Br)Br. Yields the product Brc1nccc2c1CCN(Cc1ccccc1)C2. Starting materials: C(C)(C)(C)C(Cl)SC(C(C)(C)C)Cl (t-butyl chloromethylsulfide), C(=O)(OC)C1CC2=CC=CC=C2CC1 (2-carbomethoxy-1,2,3,4-tetrahydronaphthalene), C[Si](C)(C)Cl (trimethylsilyl chloride), C(C)(C)NC(C)C (diisopropylamine), C(CCC)[Li] (n-butyllithium), solution. The reagents and catalysts are [Br-].[Zn+2].[Br-] (zinc bromide). Run in O1CCCC1 (tetrahydrofuran), CCCCCC (hexane), O1CCCC1 (tetrahydrofuran). Run at temperature -70 celsius, time 20 minute. Product: C(=O)(OC)C1(CC2=CC=CC=C2CC1)CSC(C)(C)C (2-Carbomethoxy-2-(t-butyl)thiomethyl-1,2,3,4-tetrahydronaphthalene). Yield: 65.9%. As a reaction SMILES: C(N[CH:5]([CH3:7])[CH3:6])(C)C.C([Li])CCC.[C:13]([CH:17]1[CH2:26][CH2:25][C:24]2[C:19](=[CH:20][CH:21]=[CH:22][CH:23]=2)[CH2:18]1)([O:15][CH3:16])=[O:14].[CH3:27][Si](Cl)(C)C.C([CH:36]([S:38]C(Cl)C(C)(C)C)Cl)(C)(C)C>O1CCCC1.CCCCCC.[Br-].[Zn+2].[Br-]>[C:13]([C:17]1([CH2:36][S:38][C:5]([CH3:6])([CH3:7])[CH3:27])[CH2:26][CH2:25][C:24]2[C:19](=[CH:20][CH:21]=[CH:22][CH:23]=2)[CH2:18]1)([O:15][CH3:16])=[O:14] |f:7.8.9|. Procedure: Dissolve diisopropylamine (2.31 mL, 16.5 mmol) in anhydrous tetrahydrofuran (10 mL), cool to -70° C. and place under an argon atmosphere. Add, by dropwise addition, n-butyllithium (6.6 mL of a 2.5M solution in hexane, 16.5 mmol). Stir at -70° C. for 20 minutes then add, by dropwise addition, a solution of 2-carbomethoxy-1,2,3,4-tetrahydronaphthalene (2.85 g, 15 mmol) in anhydrous tetrahydrofuran (10 mL). Stir an additional 30 minutes then add trimethylsilyl chloride (1.9 mL, 15 mmol). Evaporate ... Starting materials: [Cl-].[NH4+] (ammonium chloride), COC(CC1=CC=C(C=C1)Br)=O ((4-Bromo-phenyl)acetic acid methyl ester), C1(CCCCC1)P(C1=C(C=CC=C1)C1=C(C=CC=C1OC)OC)C1CCCCC1 (2-dicyclohexylphosphino-2′,6′-dimethoxy-1,1′-biphenyl), P(=O)([O-])([O-])[O-].[K+].[K+].[K+] (potassium phosphate), C(C)C(CC)(C1=CC(=C(C=C1)B1OC(C(O1)(C)C)(C)C)C)C1=CC(=C(C=C1)CCC1(CCCCC1)O)C (1-[2-(4-{1-ethyl-1-[3-methyl-4-(4,4,5,5-tetramethyl-[1,3,2]dioxaborolan-2-yl)-phenyl]-propyl}-2-methyl-phenyl)-ethyl]-cyclohexanol). Reagents/catalysts: C(C)(=O)[O-].[Pd+2].C(C)(=O)[O-] (palladium acetate). Solvent: C1(=CC=CC=C1)C (toluene), O (water). Reaction conditions: temperature 100 celsius, time 1 hour. The product is COC(CC1=CC=C(C=C1)C1=C(C=C(C=C1)C(CC)(C1=CC(=C(C=C1)CCC1(CCCCC1)O)C)CC)C)=O ([4′-(1-ethyl-1-{4-[2-(1-hydroxy-cyclohexyl)-ethyl]-3-methyl-phenyl}-propyl)-2′-methyl-biphenyl-4-yl]-acetic Acid Methyl Ester). Isolated yield 54.1%. As a reaction SMILES: [CH3:1][O:2][C:3](=[O:12])[CH2:4][C:5]1[CH:10]=[CH:9][C:8](Br)=[CH:7][CH:6]=1.C1(P(C2CCCCC2)C2C=CC=CC=2C2C(OC)=CC=CC=2OC)CCCCC1.P([O-])([O-])([O-])=O.[K+].[K+].[K+].[CH2:50]([C:52]([C:71]1[CH:76]=[CH:75][C:74]([CH2:77][CH2:78][C:79]2([OH:85])[CH2:84][CH2:83][CH2:82][CH2:81][CH2:80]2)=[C:73]([CH3:86])[CH:72]=1)([C:55]1[CH:60]=[CH:59][C:58](B2OC(C)(C)C(C)(C)O2)=[C:57]([CH3:70])[CH:56]=1)[CH2:53][CH3:54])[CH3:51].[Cl-].[NH4+]>C1(C)C=CC=CC=1.C([O-])(=O)C.[Pd+2].C([O-])(=O)C.O>[CH3:1][O:2][C:3](=[O:12])[CH2:4][C:5]1[CH:10]=[CH:9][C:8]([C:58]2[CH:59]=[CH:60][C:55]([C:52]([CH2:53][CH3:54])([C:71]3[CH:76]=[CH:75][C:74]([CH2:77][CH2:78][C:79]4([OH:85])[CH2:84][CH2:83][CH2:82][CH2:81][CH2:80]4)=[C:73]([CH3:86])[CH:72]=3)[CH2:50][CH3:51])=[CH:56][C:57]=2[CH3:70])=[CH:7][CH:6]=1 |f:2.3.4.5,7.8,10.11.12|. Procedure details: (4-Bromo-phenyl)acetic acid methyl ester (Tetrahedron Letters 44 (2003) 331-334; 32 mg, 0.139 mmol), palladium acetate (2.0 mg, 0.009 mmol), 2-dicyclohexylphosphino-2′,6′-dimethoxy-1,1′-biphenyl (7.4 mg, 0.018 mmol), potassium phosphate (59 mg, 0.279 mmol) and water (0.2 mL) were added to a solution of 1-[2-(4-{1-ethyl-1-[3-methyl-4-(4,4,5,5-tetramethyl-[1,3,2]dioxaborolan-2-yl)-phenyl]-propyl}-2-methyl-phenyl)-ethyl]-cyclohexanol (Example 37-(2); 46.7 mg, 0.093 mmol) in toluene (2 mL). After re... Starting materials: CCCCN1CCC(=O)N(C)c2cnc(Cl)nc21, CCO, Cl, COc1cc(C(=O)O)ccc1N, O. Product: CCCCN1CCC(=O)N(C)c2cnc(Nc3ccc(C(=O)O)cc3OC)nc21. Reaction SMILES: [CH2:1]([CH2:2][CH2:3][CH3:4])[N:5]1[c:6]2[c:7]([cH:14][n:15][c:16]([Cl:18])[n:17]2)[N:8]([CH3:13])[C:9](=[O:12])[CH2:10][CH2:11]1.[CH3:31][CH2:32][OH:33].[ClH:34].[NH2:19][c:20]1[c:21]([O:29][CH3:30])[cH:22][c:23]([C:24](=[O:25])[OH:26])[cH:27][cH:28]1.[OH2:35]>>[CH2:1]([CH2:2][CH2:3][CH3:4])[N:5]1[c:6]2[c:7]([cH:14][n:15][c:16]([NH:19][c:20]3[c:21]([O:29][CH3:30])[cH:22][c:23]([C:24](=[O:25])[OH:26])[cH:27][cH:28]3)[n:17]2)[N:8]([CH3:13])[C:9](=[O:12])[CH2:10][CH2:11]1. Starting materials: C(C(=O)Cl)(=O)Cl (oxalyl chloride), C(C)(=O)OC=1C=C(C(=O)O)C=C(C1OC(C)=O)OC(C)=O (3,4,5-Triacetoxybenzoic acid), CN(C=O)C (N,N-dimethylformamide). Solvent: C(Cl)Cl (CH2Cl2). Reaction conditions: time 2 hour. Product: C(C)(=O)OC=1C=C(C(=O)Cl)C=C(C1OC(C)=O)OC(C)=O (3,4,5-triacetoxybenzoyl chloride). As a reaction SMILES: [C:1]([O:4][C:5]1[CH:6]=[C:7]([CH:11]=[C:12]([O:18][C:19](=[O:21])[CH3:20])[C:13]=1[O:14][C:15](=[O:17])[CH3:16])[C:8](O)=[O:9])(=[O:3])[CH3:2].C(Cl)(=O)C([Cl:25])=O.CN(C)C=O>C(Cl)Cl>[C:1]([O:4][C:5]1[CH:6]=[C:7]([CH:11]=[C:12]([O:18][C:19](=[O:21])[CH3:20])[C:13]=1[O:14][C:15](=[O:17])[CH3:16])[C:8]([Cl:25])=[O:9])(=[O:3])[CH3:2]. Procedure details: 3,4,5-Triacetoxybenzoic acid (296.23 g, 1 mol) was slurried in a 2 L flask in CH2Cl2 (1.0 L), and oxalyl chloride (113 mL, 1.3 mol) as added, followed by slow, dropwise addition of N,N-dimethylformamide (1.5 mL). After 2 hours at RT, gas evolution had ceased, and 3,4,5-triacetoxybenzoyl chloride was isolated by evaporation under reduced pressure. Reactants: ClC=1N=C(C2=C(N1)C=CO2)NCC(F)(F)F (2-Chloro-N-(2,2,2-trifluoroethyl)furo[3,2-d]pyrimidin-4-amine), C[Si](CCOCN1N=CC2=CC=C(C=C12)N)(C)C (1-((2-(trimethylsilyl)ethoxy)methyl)-1H-indazol-6-amine), CC(C)OC1=C(C(=CC=C1)OC(C)C)C2=CC=CC=C2P(C3CCCCC3)C4CCCCC4 (RuPhos), C(=O)([O-])[O-].[K+].[K+] (K2CO3). Reagents/catalysts: C=1C=CC(=CC1)/C=C/C(=O)/C=C/C2=CC=CC=C2.C=1C=CC(=CC1)/C=C/C(=O)/C=C/C2=CC=CC=C2.C=1C=CC(=CC1)/C=C/C(=O)/C=C/C2=CC=CC=C2.[Pd].[Pd] (Pd2dba3). The solvent is O1CCOCC1 (1,4-dioxane). Reaction conditions: temperature 110 celsius. Product: FC(CNC=1C2=C(N=C(N1)NC1=CC=C3C=NN(C3=C1)COCC[Si](C)(C)C)C=CO2)(F)F (N4-(2,2,2-trifluoroethyl)-N2-(1-((2-(trimethylsilyl)ethoxy)methyl)-1H-indazol-6-yl)furo[3,2-d]pyrimidine-2,4-diamine). Yield: 74.8%. Reaction SMILES: Cl[C:2]1[N:3]=[C:4]([NH:11][CH2:12][C:13]([F:16])([F:15])[F:14])[C:5]2[O:10][CH:9]=[CH:8][C:6]=2[N:7]=1.[CH3:17][Si:18]([CH3:34])([CH3:33])[CH2:19][CH2:20][O:21][CH2:22][N:23]1[C:31]2[C:26](=[CH:27][CH:28]=[C:29]([NH2:32])[CH:30]=2)[CH:25]=[N:24]1.CC(OC1C=CC=C(OC(C)C)C=1C1C(P(C2CCCCC2)C2CCCCC2)=CC=CC=1)C.C([O-])([O-])=O.[K+].[K+]>O1CCOCC1.C1C=CC(/C=C/C(/C=C/C2C=CC=CC=2)=O)=CC=1.C1C=CC(/C=C/C(/C=C/C2C=CC=CC=2)=O)=CC=1.C1C=CC(/C=C/C(/C=C/C2C=CC=CC=2)=O)=CC=1.[Pd].[Pd]>[F:14][C:13]([F:16])([F:15])[CH2:12][NH:11][C:4]1[C:5]2[O:10][CH:9]=[CH:8][C:6]=2[N:7]=[C:2]([NH:32][C:29]2[CH:30]=[C:31]3[C:26]([CH:25]=[N:24][N:23]3[CH2:22][O:21][CH2:20][CH2:19][Si:18]([CH3:34])([CH3:33])[CH3:17])=[CH:27][CH:28]=2)[N:3]=1 |f:3.4.5,7.8.9.10.11|. Procedure: 2-Chloro-N-(2,2,2-trifluoroethyl)furo[3,2-d]pyrimidin-4-amine (1.56 g, 6.20 mmol) and 1-((2-(trimethylsilyl)ethoxy)methyl)-1H-indazol-6-amine (1.797 g, 6.82 mmol) were dissolved in 1,4-dioxane (10 mL). RuPhos (0.296 g, 0.620 mmol), Pd2dba3 (0.568 g, 0.620 mmol, Alfa) and K2CO3 (1.714 g, 12.40 mmol) were added. The tube was evacuated and purged with N2 (3×), and the mixture was heated at about 110° C. for about 5 h. The mixture was cooled to rt and filtered. The filter cake was washed with DCM (3... The reactants are NC=1C=CC(=C(C1)[C@]1(N=C(OCC1(F)F)N)C)F ((R)-4-(5-amino-2-fluoro-phenyl)-5,5-difluoro-4-methyl-5,6-dihydro-4H-[1,3]oxazin-2-ylamine), N1=C(C=CC=C1)C(=O)O (pyridine-2-carboxylic acid). Product: NC=1OCC([C@@](N1)(C)C=1C=C(C=CC1F)NC(=O)C1=NC=CC=C1)(F)F (Pyridine-2-carboxylic acid [3-((R)-2-amino-5,5-difluoro-4-methyl-5,6-dihydro-4H-[1,3]oxazin-4-yl)-4-fluoro-phenyl]-amide). Reaction SMILES: [NH2:1][C:2]1[CH:3]=[CH:4][C:5]([F:18])=[C:6]([C@:8]2([CH3:17])[C:13]([F:15])([F:14])[CH2:12][O:11][C:10]([NH2:16])=[N:9]2)[CH:7]=1.[N:19]1[CH:24]=[CH:23][CH:22]=[CH:21][C:20]=1[C:25](O)=[O:26]>>[NH2:16][C:10]1[O:11][CH2:12][C:13]([F:14])([F:15])[C@:8]([C:6]2[CH:7]=[C:2]([NH:1][C:25]([C:20]3[CH:21]=[CH:22][CH:23]=[CH:24][N:19]=3)=[O:26])[CH:3]=[CH:4][C:5]=2[F:18])([CH3:17])[N:9]=1. Reported procedure: The condensation of (R)-4-(5-amino-2-fluoro-phenyl)-5,5-difluoro-4-methyl-5,6-dihydro-4H-[1,3]oxazin-2-ylamine (intermediate XI-1) and pyridine-2-carboxylic acid following procedure I yielded the title compound as a colorless solid. MS (ISP): m/z=365.2 [M+H]+. The reactants are C(C)(C)(C)OC(=O)N([C@H](C(=O)O)C)C ((S)-2-((tert-butoxycarbonyl)(methyl)amino)propanoic acid), C(CCl)Cl (EDC), N1=NN(C2=NC=CC=C21)O (3H-[1,2,3]-triazolo[4,5-b]pyridin-3-ol), Cl.N[C@@H](CC1=CC=C(C=C1)C#CC1=CC=C(C(=O)OC)C=C1)C(=O)N1C[Si](C[C@H]1C(N[C@@H]1CCCC2=CC=CC=C12)=O)(C)C (methyl 4-((4-((S)-2-amino-3-((R)-3,3-dimethyl-5-(((R)-1,2,3,4-tetrahydronaphthalen-1-yl)carbamoyl)-1,3-azasilolidin-1-yl)-3-oxopropyl)phenyl)ethynyl)benzoate HCl salt), CCN(C(C)C)C(C)C (DIEA). Run in CN(C)C=O (DMF), CN(C)C=O (DMF), C(C)(=O)OCC (ethyl acetate), [Cl-].[Na+].O (brine). Conditions: time 1 hour. Product: C(C)(C)(C)OC(=O)N([C@H](C(=O)N[C@@H](CC1=CC=C(C=C1)C#CC1=CC=C(C(=O)OC)C=C1)C(=O)N1C[Si](C[C@H]1C(N[C@@H]1CCCC2=CC=CC=C12)=O)(C)C)C)C (Methyl 4-((4-((S)-2-((S)-2-((tert-butoxycarbonyl)(methyl)amino)propanamido)-3-((R)-3,3-dimethyl-5-(((R)-1,2,3,4-tetrahydronaphthalen-1-yl)carbamoyl)-1,3-azasilolidin-1-yl)-3-oxopropyl)phenyl)ethynyl)benzoate). Isolated yield 83.9%. Reaction SMILES: [C:1]([O:5][C:6]([N:8]([CH3:14])[C@@H:9]([CH3:13])[C:10]([OH:12])=O)=[O:7])([CH3:4])([CH3:3])[CH3:2].C(Cl)CCl.N1C2C(=NC=CC=2)N(O)N=1.Cl.[NH2:30][C@H:31]([C:51]([N:53]1[C@H:57]([C:58](=[O:70])[NH:59][C@H:60]2[C:69]3[C:64](=[CH:65][CH:66]=[CH:67][CH:68]=3)[CH2:63][CH2:62][CH2:61]2)[CH2:56][Si:55]([CH3:72])([CH3:71])[CH2:54]1)=[O:52])[CH2:32][C:33]1[CH:38]=[CH:37][C:36]([C:39]#[C:40][C:41]2[CH:50]=[CH:49][C:44]([C:45]([O:47][CH3:48])=[O:46])=[CH:43][CH:42]=2)=[CH:35][CH:34]=1.CCN(C(C)C)C(C)C>CN(C=O)C.C(OCC)(=O)C.[Cl-].[Na+].O>[C:1]([O:5][C:6]([N:8]([CH3:14])[C@@H:9]([CH3:13])[C:10]([NH:30][C@H:31]([C:51]([N:53]1[C@H:57]([C:58](=[O:70])[NH:59][C@H:60]2[C:69]3[C:64](=[CH:65][CH:66]=[CH:67][CH:68]=3)[CH2:63][CH2:62][CH2:61]2)[CH2:56][Si:55]([CH3:72])([CH3:71])[CH2:54]1)=[O:52])[CH2:32][C:33]1[CH:38]=[CH:37][C:36]([C:39]#[C:40][C:41]2[CH:42]=[CH:43][C:44]([C:45]([O:47][CH3:48])=[O:46])=[CH:49][CH:50]=2)=[CH:35][CH:34]=1)=[O:12])=[O:7])([CH3:2])([CH3:3])[CH3:4] |f:3.4,8.9.10|. Procedure details: To a solution of (S)-2-((tert-butoxycarbonyl)(methyl)amino)propanoic acid (34 mg, 0.17 mmol) in DMF (2 mL) were added EDC (41 mg, 0.22 mmol) and 3H-[1,2,3]-triazolo[4,5-b]pyridin-3-ol (17 mg, 0.13 mmol), followed by a solution of methyl 4-((4-((S)-2-amino-3-((R)-3,3-dimethyl-5-(((R)-1,2,3,4-tetrahydronaphthalen-1-yl)carbamoyl)-1,3-azasilolidin-1-yl)-3-oxopropyl)phenyl)ethynyl)benzoate HCl salt (80 mg, 0.13 mmol) in DMF (2 mL) and DIEA (0.07 mL, 0.38 mmol). The reaction mixture was stirred at rt ...